This data is from the Open Reaction Database (ORD), a public repository of structured organic reaction records. The task is: describe an organic reaction: reactants, conditions, products, and yield Reactants: ClC1=C(C=CC=C1)C1=C(C=NO1)C(=O)O (5-(2-chlorophenyl)isoxazole-4-carboxylic acid), CC1CNCC(C1)C (3,5-dimethylpiperidine). The product is ClC1=C(C=CC=C1)C1=C(C=NO1)C(=O)N1CC(CC(C1)C)C (1-{[5-(2-Chlorophenyl)isoxazol-4-yl]carbonyl}-3,5-dimethylpiperidine), solid. RXN SMILES: [Cl:1][C:2]1[CH:7]=[CH:6][CH:5]=[CH:4][C:3]=1[C:8]1[O:12][N:11]=[CH:10][C:9]=1[C:13]([OH:15])=O.[CH3:16][CH:17]1[CH2:22][CH:21]([CH3:23])[CH2:20][NH:19][CH2:18]1>>[Cl:1][C:2]1[CH:7]=[CH:6][CH:5]=[CH:4][C:3]=1[C:8]1[O:12][N:11]=[CH:10][C:9]=1[C:13]([N:19]1[CH2:20][CH:21]([CH3:23])[CH2:22][CH:17]([CH3:16])[CH2:18]1)=[O:15]. Procedure details: The title compound was prepared from 5-(2-chlorophenyl)isoxazole-4-carboxylic acid (11.2 mg, 0.050 mmol) and 3,5-dimethylpiperidine (6.8 mg, 0.060 mmol) as described in synthetic method C and thereafter purified by preparative HPLC method B to give a solid (2.1 mg). Calcd for C17H19ClN2O2: 318.1135, found 318.1136. The reactants are [H-].[K+] (Potassium hydride), Cl (HCl), product, C[C@@H]1C[C@@H]([C@]2(C)[C@@H]1[C@@H]1CC=C3NC(CC[C@]3(C)[C@H]1CC2)=O)O (15β-Methyl-17β-hydroxy-4-aza androst-5-en-3-one), C(C=C)Br (allyl bromide). Reaction conditions: time 1 hour. The product is C[C@@H]1CC([C@]2(C)[C@@H]1[C@@H]1CC=C3NC(CC[C@]3(C)[C@H]1CC2)=O)OC(C)=C (15β-Methyl-17β-allyloxy-4-aza-androst-5-EN-3-one). As a reaction SMILES: [H-].[K+].[CH3:3][C@H:4]1[C@H:9]2[C@H:10]3[C@H:20]([CH2:21][CH2:22][C@:7]2([CH3:8])[C@@H:6]([OH:24])[CH2:5]1)[C@:18]1([CH3:19])[C:13]([NH:14][C:15](=[O:23])[CH2:16][CH2:17]1)=[CH:12][CH2:11]3.[CH2:25](Br)[CH:26]=[CH2:27].Cl>>[CH3:3][C@H:4]1[C@H:9]2[C@H:10]3[C@H:20]([CH2:21][CH2:22][C@:7]2([CH3:8])[CH:6]([O:24][C:26](=[CH2:25])[CH3:27])[CH2:5]1)[C@:18]1([CH3:19])[C:13]([NH:14][C:15](=[O:23])[CH2:16][CH2:17]1)=[CH:12][CH2:11]3 |f:0.1|. Reported procedure: Potassium hydride (40% oil dispersion, 114 mg, 2 mmol) was added to a 5 mL round bottomed flask fitted with a stirrer bar and a rubber septum. The potassium hydride dispersion was washed with dry hexane (2×5 ml) to remove the mineral oil and 3 mL of dry dimethylformamide was added to the flask. Azasteroid (11) (158 mg, 0.5 mmol) was added to the dispersion and the solution stirred at 0° under nitrogen for 1 h. Then allyl bromide (183 mg, 1.5 mmol) was syringed into the solution and the mixture s... Starting materials: CCO, N#Cc1cnccc1C(F)(F)F, N, [Ni]. Product: NCc1cnccc1C(F)(F)F. RXN SMILES: [CH3:15][CH2:16][OH:17].[F:1][C:2]([c:3]1[cH:4][cH:5][n:6][cH:7][c:8]1[C:9]#[N:10])([F:11])[F:12].[NH3:13].[Ni:14]>>[F:1][C:2]([c:3]1[cH:4][cH:5][n:6][cH:7][c:8]1[CH2:9][NH2:10])([F:11])[F:12]. Starting materials: CO (Methyl alcohol), S(O)(O)(=O)=O (sulfuric acid), C(CC)[C@@H]1CC[C@H](CC1)[C@@H]1CC[C@H](CC1)C(=O)O (trans-4-(trans-4'-propylcyclohexyl)cyclohexanecarboxylic acid), O (water). Solvent: C1(=CC=CC=C1)C (toluene). Product: COC(=O)[C@@H]1CC[C@H](CC1)[C@@H]1CC[C@H](CC1)CCC (trans-4-(trans-4'-propylcyclohexyl)cyclohexanecarboxylic acid methyl ester). Isolated yield 90.2%. As a reaction SMILES: [CH3:1]O.S(=O)(=O)(O)O.[CH2:8]([C@H:11]1[CH2:16][CH2:15][C@H:14]([C@H:17]2[CH2:22][CH2:21][C@H:20]([C:23]([OH:25])=[O:24])[CH2:19][CH2:18]2)[CH2:13][CH2:12]1)[CH2:9][CH3:10].O>C1(C)C=CC=CC=1>[CH3:1][O:24][C:23]([C@H:20]1[CH2:21][CH2:22][C@H:17]([C@H:14]2[CH2:15][CH2:16][C@H:11]([CH2:8][CH2:9][CH3:10])[CH2:12][CH2:13]2)[CH2:18][CH2:19]1)=[O:25]. Procedure: Methyl alcohol (200 ml) and conc. sulfuric acid (15 ml) were added to trans-4-(trans-4'-propylcyclohexyl)cyclohexanecarboxylic acid (68.2 g, 0.27 mol) and the mixture was heated under reflux for 4 hours, followed by cooling, adding water (200 ml) and toluene (100 ml), transferring the resulting mixture to a separating funnel, three times washing the toluene layer with water (each time 100 ml), distilling off toluene, adding ethyl alcohol (40 ml) to the residue, recrystallizing, filtering off and... Reactants: OC1=C(C(=O)OC)C=CC(=C1)[N+](=O)[O-] (Methyl 2-hydroxy-4-nitrobenzoate), CS(=O)(=O)Cl (methanesulfonylchloride). Run in C(Cl)(Cl)Cl (chloroform), C(C)N(CC)CC (triethylamine). Conditions: temperature 50 celsius. Yields the product CS(=O)(=O)OC1=C(C(=O)OC)C=CC(=C1)[N+](=O)[O-] (Methyl 2-methanesulfonyloxy-4-nitrobenzoate). Reaction SMILES: [OH:1][C:2]1[CH:11]=[C:10]([N+:12]([O-:14])=[O:13])[CH:9]=[CH:8][C:3]=1[C:4]([O:6][CH3:7])=[O:5].[CH3:15][S:16](Cl)(=[O:18])=[O:17]>C(Cl)(Cl)Cl.C(N(CC)CC)C>[CH3:15][S:16]([O:1][C:2]1[CH:11]=[C:10]([N+:12]([O-:14])=[O:13])[CH:9]=[CH:8][C:3]=1[C:4]([O:6][CH3:7])=[O:5])(=[O:18])=[O:17]. Procedure: Methyl 2-hydroxy-4-nitrobenzoate (19.7 g) was dissolved in 100 ml of chloroform and triethylamine (15 ml). The solution was kept at a temperature below 15° C., and methanesulfonylchloride (8.6 ml) was added dropwise. The solution was maintained at 50° C. for 1 hr, whereupon it was poured onto ice-hydrochloric acid and extracted with a total of 600 ml chloroform. The solution was dried with magnesium sulfate, treated with active carbon and evaporated. The product was recrystallized from methanol.... Reactants: O=C([O-])[O-], CC(=O)[O-], CCO, CCOC(C)=O, [NH4+], [NH4+], [NH4+], COC1=NC(c2cccc(Cl)c2)C(C(=O)NCCC(c2ccccc2)c2ccccc2)=C(C)N1. The product is CC1=C(C(=O)NCCC(c2ccccc2)c2ccccc2)C(c2cccc(Cl)c2)N=C(N)N1. Reaction SMILES: [C:35](=[O:36])([O-:37])[O-:38].[CH3:42][C:43](=[O:44])[O-:45].[CH3:46][CH2:47][OH:48].[CH3:49][CH2:50][O:51][C:52](=[O:53])[CH3:54].[NH4+:39].[NH4+:40].[NH4+:41].[c:1]1([CH:7]([CH2:8][CH2:9][NH:10][C:11](=[O:12])[C:13]2=[C:18]([CH3:19])[NH:17][C:16]([O:20][CH3:21])=[N:15][CH:14]2[c:22]2[cH:23][c:24]([Cl:28])[cH:25][cH:26][cH:27]2)[c:29]2[cH:30][cH:31][cH:32][cH:33][cH:34]2)[cH:2][cH:3][cH:4][cH:5][cH:6]1>>[c:1]1([CH:7]([CH2:8][CH2:9][NH:10][C:11](=[O:12])[C:13]2=[C:18]([CH3:19])[NH:17][C:16]([NH2:39])=[N:15][CH:14]2[c:22]2[cH:23][c:24]([Cl:28])[cH:25][cH:26][cH:27]2)[c:29]2[cH:30][cH:31][cH:32][cH:33][cH:34]2)[cH:2][cH:3][cH:4][cH:5][cH:6]1. Starting materials: Cc1cc(-c2ccc(C(F)(F)F)nc2)nc(-c2ccnc(-c3cccc(S(=O)(=O)NC(C)(C)C)c3)c2)n1, ClCCl, O=C(O)C(F)(F)F. Yields the product Cc1cc(-c2ccc(C(F)(F)F)nc2)nc(-c2ccnc(-c3cccc(S(N)(=O)=O)c3)c2)n1. RXN SMILES: [C:1]([CH3:2])([CH3:3])([CH3:4])[NH:5][S:6](=[O:7])(=[O:8])[c:9]1[cH:10][c:11](-[c:15]2[n:16][cH:17][cH:18][c:19](-[c:21]3[n:22][c:23](-[c:28]4[cH:29][n:30][c:31]([C:34]([F:35])([F:36])[F:37])[cH:32][cH:33]4)[cH:24][c:25]([CH3:27])[n:26]3)[cH:20]2)[cH:12][cH:13][cH:14]1.[Cl:45][CH2:46][Cl:47].[F:38][C:39]([F:40])([F:41])[C:42]([OH:43])=[O:44]>>[NH2:5][S:6](=[O:7])(=[O:8])[c:9]1[cH:10][c:11](-[c:15]2[n:16][cH:17][cH:18][c:19](-[c:21]3[n:22][c:23](-[c:28]4[cH:29][n:30][c:31]([C:34]([F:35])([F:36])[F:37])[cH:32][cH:33]4)[cH:24][c:25]([CH3:27])[n:26]3)[cH:20]2)[cH:12][cH:13][cH:14]1. Reactants: O=C(O)c1ccc(Br)cc1, CC(C)(C)c1cccc(NC(=O)c2ccc(N3CCNCC3)cc2F)c1, CC(C)(C)c1cccc(NC(=O)c2ccc(N3CCN(c4ccc(C(=O)O)cc4)CC3)c(F)c2)c1. The product is CC(C)(C)c1cccc(NC(=O)c2ccc(N3CCN(c4ccc(C(=O)O)cc4)CC3)cc2F)c1. RXN SMILES: [Br:27][c:28]1[cH:29][cH:30][c:31]([C:32](=[O:33])[OH:34])[cH:35][cH:36]1.[C:1]([CH3:2])([CH3:3])([CH3:4])[c:5]1[cH:6][c:7]([NH:11][C:12]([c:13]2[c:14]([F:25])[cH:15][c:16]([N:19]3[CH2:20][CH2:21][NH:22][CH2:23][CH2:24]3)[cH:17][cH:18]2)=[O:26])[cH:8][cH:9][cH:10]1.[C:37]([c:38]1[cH:39][c:40]([NH:41][C:42]([c:43]2[cH:44][cH:45][c:46]([N:47]3[CH2:48][CH2:49][N:50]([c:51]4[cH:52][cH:53][c:54]([C:55]([OH:56])=[O:57])[cH:58][cH:59]4)[CH2:60][CH2:61]3)[c:62]([F:63])[cH:64]2)=[O:65])[cH:66][cH:67][cH:68]1)([CH3:69])([CH3:70])[CH3:71]>>[C:1]([CH3:2])([CH3:3])([CH3:4])[c:5]1[cH:6][c:7]([NH:11][C:12]([c:13]2[c:14]([F:25])[cH:15][c:16]([N:19]3[CH2:20][CH2:21][N:22]([c:28]4[cH:29][cH:30][c:31]([C:32](=[O:33])[OH:34])[cH:35][cH:36]4)[CH2:23][CH2:24]3)[cH:17][cH:18]2)=[O:26])[cH:8][cH:9][cH:10]1. Starting materials: C(C)(=O)Cl (Acetyl chloride), BrC1=C(C=C(C=C1)Cl)N1N=C(C=C1)C.BrC1=C(C=C(C=C1)Cl)N1N=CC=C1C (1-(2-bromo-5-chlorophenyl)-3-methyl-1H-pyrazole 1-(2-bromo-5-chlorophenyl)-5-methyl-1H-pyrazole), BrC1=C(C=C(C=C1)Cl)N1N=C(C=C1)C.BrC1=C(C=C(C=C1)Cl)N1N=CC=C1C (1-(2-bromo-5-chlorophenyl)-3-methyl-1H-pyrazole 1-(2-bromo-5-chlorophenyl)-5-methyl-1H-pyrazole), C(C)(C)[Mg]Cl (i-Propyl magnesium chloride). Solvent: C1CCOC1 (THF). The product is ClC1=CC(=C(C=C1)C(C)=O)N1N=C(C=C1)C (1-[4-chloro-2-(3-methyl-pyrazol-1-yl)-phenyl]-ethanone). Reaction SMILES: Br[C:2]1[CH:7]=[CH:6][C:5]([Cl:8])=[CH:4][C:3]=1[N:9]1[CH:13]=[CH:12][C:11]([CH3:14])=[N:10]1.BrC1C=CC(Cl)=CC=1N1C(C)=CC=N1.C([Mg]Cl)(C)C.[C:34](Cl)(=[O:36])[CH3:35]>C1COCC1>[Cl:8][C:5]1[CH:6]=[CH:7][C:2]([C:34](=[O:36])[CH3:35])=[C:3]([N:9]2[CH:13]=[CH:12][C:11]([CH3:14])=[N:10]2)[CH:4]=1 |f:0.1|. Procedure details: 1-(2-bromo-5-chlorophenyl)-3-methyl-1H-pyrazole/1-(2-bromo-5-chlorophenyl)-5-methyl-1H-pyrazole mixture (Intermediate 3, step 1) (1.00 g, 3.68 mmol) was dissolved in THF (6 mL) and cooled to 0° C. i-Propyl magnesium chloride (2.76 mL, 2.0 M in THF, 5.52 mmol) was added dropwise and allowed to warm to RT over 30 min. The reaction was then cooled to −15° C. Acetyl chloride (481 μL, 5.5 mmol) was added and the reaction was warmed to RT for 3 h. The reaction was quenched with HCl (2 N, 4 mL), then e... The reactants are NC=1C(=CC2=C(N(CC(O2)(C)C)C2=[N+](C=CC=C2)[O-])C1)[N+](=O)[O-] (2-(6-amino-3,4-dihydro-2,2-dimethyl-7-nitro-2H-1,4-benzoxazin-4-yl)pyridine 1 -oxide), C(C)(=O)O (acetic acid). Reagents/catalysts: [C].[Pd] (palladium carbon). Solvent: O (water). Run at time 8 hour. The product is CC1(CN(C=2C(=CC3=C(NC(N3)=O)C2)O1)C1=[N+](C=CC=C1)[O-])C (2-(7,8-dihydro-6,6-dimethyl-2-oxo-6H-[1,4]oxazino[2,3-f]benzimidazolin-8-yl)pyridine 1-oxide). Reaction SMILES: [NH2:1][C:2]1[C:3]([N+:21]([O-])=O)=[CH:4][C:5]2[O:10][C:9]([CH3:12])([CH3:11])[CH2:8][N:7]([C:13]3[CH:18]=[CH:17][CH:16]=[CH:15][N+:14]=3[O-:19])[C:6]=2[CH:20]=1.[C:24](O)(=[O:26])C>O.[C].[Pd]>[CH3:11][C:9]1([CH3:12])[O:10][C:5]2=[CH:4][C:3]3[NH:21][C:24](=[O:26])[NH:1][C:2]=3[CH:20]=[C:6]2[N:7]([C:13]2[CH:18]=[CH:17][CH:16]=[CH:15][N+:14]=2[O-:19])[CH2:8]1 |f:3.4|. Reported procedure: To a solution of 632 mg 2-(6-amino-3,4-dihydro-2,2-dimethyl-7-nitro-2H-1,4-benzoxazin-4-yl)pyridine 1 -oxide in 10 ml acetic acid, was added 50 mg of 10% palladium carbon, and catalytic hydrogenation was performed. The reaction mixture was filtered by the use of Celite, the solvent was distilled off from the filtrate under reduced pressure, the residue was dissolved in 10 ml tetrahydrofuran, 5 ml tetrahydrofuran solution containing 324 mg carbonyldiimidazole was added under ice cooling, and the ...